From a dataset of the Open Reaction Database (ORD), a public repository of structured organic reaction records. describe an organic reaction: reactants, conditions, products, and yield Reactants: CC=1C=C(C=CC1C)SCC(C(=O)O)CCC(=O)O (2-(3,4-dimethylphenylthiomethyl)glutaric acid), C1(=CC=C(C=C1)S(=O)(=O)O)C (p-toluenesulfonic acid). The solvent is CO (methanol). Run at temperature 40 celsius, time 1.5 hour. Yields the product CC=1C=C(C=CC1C)SCC(C(=O)O)CCC(=O)OC (3-(3,4-dimethylphenylthio)-2-(2-methoxycarbonylethyl)propionic acid). Yield: 1423.5%. Reaction SMILES: [CH3:1][C:2]1[CH:3]=[C:4]([S:9][CH2:10][CH:11]([CH2:15][CH2:16][C:17]([OH:19])=[O:18])[C:12]([OH:14])=[O:13])[CH:5]=[CH:6][C:7]=1[CH3:8].[C:20]1(C)C=CC(S(O)(=O)=O)=CC=1>CO>[CH3:1][C:2]1[CH:3]=[C:4]([S:9][CH2:10][CH:11]([CH2:15][CH2:16][C:17]([O:19][CH3:20])=[O:18])[C:12]([OH:14])=[O:13])[CH:5]=[CH:6][C:7]=1[CH3:8]. Procedure details: A mixture of 2-(3,4-dimethylphenylthiomethyl)glutaric acid (1.16 g), methanol (20 ml), and p-toluenesulfonic acid (0.04 g) was stirred at 40° C. for 1.5 hours. The reaction mixture was concentrated in vacuo, and the residue was purified by flash column chromatography on silica by eluting with chloroform/ethanol (10:1) to give 0.98 g of 3-(3,4-dimethylphenylthio)-2-(2-methoxycarbonylethyl)propionic acid as an oil. Reaction SMILES: [C:31]([O:32][CH2:33][CH3:34])(=[O:35])[CH3:36].[CH3:27][S:28](=[O:29])[CH3:30].[CH3:37][CH2:38][CH2:39][CH2:40][CH2:41][CH2:42][CH3:43].[OH2:15].[OH2:16].[OH2:17].[OH2:18].[OH2:19].[OH2:20].[OH2:21].[OH:1][OH:2].[OH:3][CH:4]1[CH2:5][C:6]([CH3:13])([CH3:14])[N:7]([OH:12])[C:8]([CH3:10])([CH3:11])[CH2:9]1.[S:22]([OH:23])([OH:24])(=[O:25])=[O:26]>>[OH:3][CH:4]1[CH2:5][C:6]([CH3:13])([CH3:14])[N:7]([O:12][CH3:27])[C:8]([CH3:10])([CH3:11])[CH2:9]1. Yields the product CON1C(C)(C)CC(O)CC1(C)C. Reactants: CCOC(C)=O, CS(C)=O, CCCCCCC, O, O, O, O, O, O, O, OO, CC1(C)CC(O)CC(C)(C)N1O, O=S(=O)(O)O. The reactants are compound 92, Cl.ClCC1=C(N=C2N1C=C(C=C2)C)C2=CC=C(C=C2)C (3-(chloromethyl)-6-methyl-2-p-tolylimidazo[1,2-a]pyridine hydrochloride), CSC1=NSC(N1)=S (3-(methylthio)-1,2,4-thiadiazole-5(4H)-thione). The product is CSC1=NSC(N1CC1=C(N=C2N1C=C(C=C2)C)C2=CC=C(C=C2)C)=S (3-Methylsulfanyl-4-(6-methyl-2-p-tolyl-imidazo[1,2-a]pyridin-3-ylmethyl)-4H-[1,2,4]thiadiazole-5-thione). As a reaction SMILES: Cl.Cl[CH2:3][C:4]1[N:8]2[CH:9]=[C:10]([CH3:13])[CH:11]=[CH:12][C:7]2=[N:6][C:5]=1[C:14]1[CH:19]=[CH:18][C:17]([CH3:20])=[CH:16][CH:15]=1.[CH3:21][S:22][C:23]1[NH:27][C:26](=[S:28])[S:25][N:24]=1>>[CH3:21][S:22][C:23]1[N:27]([CH2:3][C:4]2[N:8]3[CH:9]=[C:10]([CH3:13])[CH:11]=[CH:12][C:7]3=[N:6][C:5]=2[C:14]2[CH:19]=[CH:18][C:17]([CH3:20])=[CH:16][CH:15]=2)[C:26](=[S:28])[S:25][N:24]=1 |f:0.1|. Procedure: The title compound was prepared according to Method A and the experimentals described for compound 92 from 3-(chloromethyl)-6-methyl-2-p-tolylimidazo[1,2-a]pyridine hydrochloride and 3-(methylthio)-1,2,4-thiadiazole-5(4H)-thione. m/e+ 399 for C19H19N4S3 [M+H]+; 1H-NMR (400 MHz, CDCl3) δ 7.96 (s, 1H), 7.67 (d, J=7.7 Hz, 2H), 7.57 (d, J=9.1 Hz, 1H), 7.27 (d, J=8.0 Hz, 2H), 7.11 (d, J=9.1 Hz, 1H), 5.04 (s, 2H), 2.67 (s, 3H), 2.39 (s, 3H), 2.36 (s, 3H) ppm; 13C-NMR (100 MHz, CDCl3, δ) 186.346, 171.4... Starting materials: BrCCCc1ccccc1, CCOC(=O)C(C)(C)Sc1cnc(N)s1, CC1CCC(N(CCc2ccccc2)C(=O)Nc2ncc(SC(C)(C)C(=O)O)s2)CC1. The product is CC1CCC(N(CCCc2ccccc2)C(=O)Nc2ncc(SC(C)(C)C(=O)O)s2)CC1. As a reaction SMILES: [Br:32][CH2:33][CH2:34][CH2:35][c:36]1[cH:37][cH:38][cH:39][cH:40][cH:41]1.[CH2:42]([O:43][C:44](=[O:45])[C:46]([S:47][c:48]1[s:49][c:50]([NH2:51])[n:52][cH:53]1)([CH3:54])[CH3:55])[CH3:56].[CH3:1][C:2]([C:3](=[O:4])[OH:5])([CH3:6])[S:7][c:8]1[cH:9][n:10][c:11]([NH:13][C:14](=[O:15])[N:16]([CH2:17][CH2:18][c:19]2[cH:20][cH:21][cH:22][cH:23][cH:24]2)[CH:25]2[CH2:26][CH2:27][CH:28]([CH3:31])[CH2:29][CH2:30]2)[s:12]1>>[CH3:1][C:2]([C:3](=[O:4])[OH:5])([CH3:6])[S:7][c:8]1[cH:9][n:10][c:11]([NH:13][C:14](=[O:15])[N:16]([CH2:17][CH2:18][CH2:35][c:36]2[cH:37][cH:38][cH:39][cH:40][cH:41]2)[CH:25]2[CH2:26][CH2:27][CH:28]([CH3:31])[CH2:29][CH2:30]2)[s:12]1. The reactants are CC(C)(C)[Si](C)(C)OC1CCC(n2cnc(CO)c2)CC1, O=C([O-])O, ClCCl, Cc1ccccc1, I, [Na+], [Na+], [Na+], O, O=S([O-])([O-])=S. The product is CC(C)(C)[Si](C)(C)OC1CCC(n2cnc(C=O)c2)CC1. As a reaction SMILES: [C:1]([CH3:2])([CH3:3])([CH3:4])[Si:5]([O:6][CH:7]1[CH2:8][CH2:9][CH:10]([n:13]2[cH:14][n:15][c:16]([CH2:18][OH:19])[cH:17]2)[CH2:11][CH2:12]1)([CH3:20])[CH3:21].[C:22](=[O:23])([OH:24])[O-:25].[CH2:42]([Cl:43])[Cl:44].[CH3:35][c:36]1[cH:37][cH:38][cH:39][cH:40][cH:41]1.[I:27].[Na+:26].[Na+:33].[Na+:34].[OH2:45].[S:28]([O-:29])([O-:30])(=[O:31])=[S:32]>>[C:1]([CH3:2])([CH3:3])([CH3:4])[Si:5]([O:6][CH:7]1[CH2:8][CH2:9][CH:10]([n:13]2[cH:14][n:15][c:16]([CH:18]=[O:19])[cH:17]2)[CH2:11][CH2:12]1)([CH3:20])[CH3:21].